describe an organic reaction: reactants, conditions, products, and yield From a dataset of the Open Reaction Database (ORD), a public repository of structured organic reaction records. The reactants are ClC1=C(C(=O)O)C=CC=C1C1(CC1)C#N (2-chloro-3-(1-cyanocyclopropyl)benzoic acid), O (water), CN(C=O)C (N,N-dimethylformamide), NC=1C=C(OC2=CC=C3C(=N2)SC(=N3)NC(=O)C3CC3)C=CC1F (N-[5-(3-amino-4-fluorophenoxy)[1,3]thiazolo[5,4-b]pyridin-2-yl]cyclopropanecarboxamide). Run in C(C(=O)Cl)(=O)Cl (oxalyl chloride), CN(C(C)=O)C (N,N-dimethylacetamide). Conditions: time 30 minute. Product: ClC1=C(C(=O)NC2=C(C=CC(=C2)OC2=CC=C3C(=N2)SC(=N3)NC(=O)C3CC3)F)C=CC=C1C1(CC1)C#N (2-chloro-3-(1-cyanocyclopropyl)-N-[5-({2-[(cyclopropylcarbonyl)amino][1,3]thiazolo[5,4-b]pyridin-5-yl}oxy)-2-fluorophenyl]benzamide). Isolated yield 44.2%. RXN SMILES: [Cl:1][C:2]1[C:10]([C:11]2([C:14]#[N:15])[CH2:13][CH2:12]2)=[CH:9][CH:8]=[CH:7][C:3]=1[C:4]([OH:6])=O.CN(C)C=O.[NH2:21][C:22]1[CH:23]=[C:24]([CH:41]=[CH:42][C:43]=1[F:44])[O:25][C:26]1[N:31]=[C:30]2[S:32][C:33]([NH:35][C:36]([CH:38]3[CH2:40][CH2:39]3)=[O:37])=[N:34][C:29]2=[CH:28][CH:27]=1.O>C(Cl)(=O)C(Cl)=O.CN(C)C(=O)C>[Cl:1][C:2]1[C:10]([C:11]2([C:14]#[N:15])[CH2:13][CH2:12]2)=[CH:9][CH:8]=[CH:7][C:3]=1[C:4]([NH:21][C:22]1[CH:23]=[C:24]([O:25][C:26]2[N:31]=[C:30]3[S:32][C:33]([NH:35][C:36]([CH:38]4[CH2:40][CH2:39]4)=[O:37])=[N:34][C:29]3=[CH:28][CH:27]=2)[CH:41]=[CH:42][C:43]=1[F:44])=[O:6]. Procedure details: To a solution of 2-chloro-3-(1-cyanocyclopropyl)benzoic acid (0.11 g, 0.5 mmol) produced in Example C62(ii) in oxalyl chloride (0.5 mL) was added N,N-dimethylformamide (40 μL), and the mixture was stirred at room temperature for 30 min, and concentrated to dryness under reduced pressure. This was dissolved in N,N-dimethylacetamide (1.0 mL), and the solution was added dropwise to a solution of N-[5-(3-amino-4-fluorophenoxy)[1,3]thiazolo[5,4-b]pyridin-2-yl]cyclopropanecarboxamide (0.115 g, 0.33 mm...